Dataset: the Open Reaction Database (ORD), a public repository of structured organic reaction records. Task: describe an organic reaction: reactants, conditions, products, and yield The reactants are C(C1=CC=CC=C1)OC=1C=C(C=CC1)C1CC(NC1)=O (4-(3-benzyloxyphenyl)-pyrrolidin-2-one), BrC=1C=C(C#N)C=CC1 (3-bromobenzonitrile), P(=O)([O-])([O-])[O-].[K+].[K+].[K+] (potassium phosphate), [C@@H]1([C@@H](CCCC1)N)N (1,2-trans-cyclohexanediamine). The reagents and catalysts are [Cu]I (CuI). Solvent: CCOC(=O)C (EtOAc), CN(C)C=O (DMF), O1CCOCC1 (dioxane). Conditions: temperature 100 celsius. Yields the product C(C1=CC=CC=C1)OC=1C=C(C=CC1)C1CC(N(C1)C=1C=C(C#N)C=CC1)=O (3-[4-(3-benzyloxyphenyl)-2-oxo-pyrrolidin-1-yl]benzonitrile). The yield is 55.1%. RXN SMILES: [CH2:1]([O:8][C:9]1[CH:10]=[C:11]([CH:15]2[CH2:19][NH:18][C:17](=[O:20])[CH2:16]2)[CH:12]=[CH:13][CH:14]=1)[C:2]1[CH:7]=[CH:6][CH:5]=[CH:4][CH:3]=1.Br[C:22]1[CH:23]=[C:24]([CH:27]=[CH:28][CH:29]=1)[C:25]#[N:26].P([O-])([O-])([O-])=O.[K+].[K+].[K+].[C@@H]1(N)CCCC[C@H]1N>CN(C=O)C.O1CCOCC1.[Cu]I.CCOC(C)=O>[CH2:1]([O:8][C:9]1[CH:10]=[C:11]([CH:15]2[CH2:19][N:18]([C:22]3[CH:23]=[C:24]([CH:27]=[CH:28][CH:29]=3)[C:25]#[N:26])[C:17](=[O:20])[CH2:16]2)[CH:12]=[CH:13][CH:14]=1)[C:2]1[CH:3]=[CH:4][CH:5]=[CH:6][CH:7]=1 |f:2.3.4.5|. Procedure details: A mixture of 4-(3-benzyloxyphenyl)-pyrrolidin-2-one (1.8 g, 6.7 mmol), 3-bromobenzonitrile (1.83 g, 1.5 eq) and potassium phosphate (2.6 g, 1.8 eq) was created in a dry flask with a stir bar under N2. This mixture was dissolved in 10 mL DMF and 10 mL dioxane. To this solution was added 60 μL of 1,2-trans-cyclohexanediamine and CuI (100 mg). The solution was stirred and heated at 100° C. under N2 for 20 h, and then cooled down to r.t. EtOAc (100 mL) was added and the mixture was filtered, washed ... The reactants are CC1=CC=CC=2N(C(=NC21)Cl)C(=O)OC (methyl 4-methyl-2-chloro-1H-benzimidazole-1-carboxylate), BrN1C(CCC1=O)=O (N-bromosuccinimide), C(C1=CC=CC=C1)(=O)OOC(C1=CC=CC=C1)=O (benzoyl peroxide). Solvent: C(Cl)(Cl)(Cl)Cl (carbon tetrachloride). Yields the product COC(=O)N1C(=NC2=C1C=CC=C2CBr)Cl (methyl-4-(bromomethyl)-2-chloro-1H-benzimidazole-1-carboxylate). The yield is 72.2%. Reaction SMILES: [CH3:1][C:2]1[C:10]2[N:9]=[C:8]([Cl:11])[N:7]([C:12]([O:14][CH3:15])=[O:13])[C:6]=2[CH:5]=[CH:4][CH:3]=1.[Br:16]N1C(=O)CCC1=O.C(OOC(=O)C1C=CC=CC=1)(=O)C1C=CC=CC=1>C(Cl)(Cl)(Cl)Cl>[CH3:15][O:14][C:12]([N:7]1[C:6]2[CH:5]=[CH:4][CH:3]=[C:2]([CH2:1][Br:16])[C:10]=2[N:9]=[C:8]1[Cl:11])=[O:13]. Reported procedure: A mixture of methyl 4-methyl-2-chloro-1H-benzimidazole-1-carboxylate (17.5 g, 0.078 mol), N-bromosuccinimide (13.9 g, 0.078 mol) and benzoyl peroxide (2.0 g) in carbon tetrachloride (175 mL) was stirred at reflux for 2 hours. The solution was cooled, filtered to remove succinimide by-products, evaporated and crystallized from ethyl acetate:hexane to give 17.1 g of methyl-4-(bromomethyl)-2-chloro-1H-benzimidazole-1-carboxylate as a pale yellow solid. The reactants are CCOC(=O)Cc1cccc(Br)c1, CN1CCCC1=O, CCOC(C)=O, N#C[Cu], [NH4+], [OH-], O. Product: CCOC(=O)Cc1cccc(C#N)c1. RXN SMILES: [CH2:1]([CH3:2])[O:3][C:4]([CH2:5][c:6]1[cH:7][c:8]([Br:12])[cH:9][cH:10][cH:11]1)=[O:13].[CH3:14][N:15]1[CH2:16][CH2:17][CH2:18][C:19]1=[O:20].[CH3:24][CH2:25][O:26][C:27]([CH3:28])=[O:29].[Cu:21][C:22]#[N:23].[NH4+:32].[OH-:31].[OH2:30]>>[CH2:1]([CH3:2])[O:3][C:4]([CH2:5][c:6]1[cH:7][c:8]([C:14]#[N:15])[cH:9][cH:10][cH:11]1)=[O:13]. The reactants are NCC(O)C1=CC(=CC=C1)Cl (2-amino-1-(3-chlorophenyl)ethanol), O=C(COC1=CC=C(CC2C(NC(S2)=O)=O)C=C1)C (5-[4-(2-oxopropoxy)benzyl]thiazolidine-2,4-dione), O (water). Run in C1=CC=CC=C1 (benzene). Reaction conditions: time 8 hour. Product: ClC=1C=C(C=CC1)C(CNC(COC1=CC=C(CC2C(NC(S2)=O)=O)C=C1)C)O (5-[4-{2-[2-(3-Chlorophenyl)-2-hydroxyethylamino]propoxy}benzyl]thiazolidine-2,4-dione). Isolated yield 13.3%. As a reaction SMILES: [NH2:1][CH2:2][CH:3]([C:5]1[CH:10]=[CH:9][CH:8]=[C:7]([Cl:11])[CH:6]=1)[OH:4].O=[C:13]([CH3:30])[CH2:14][O:15][C:16]1[CH:29]=[CH:28][C:19]([CH2:20][CH:21]2[S:25][C:24](=[O:26])[NH:23][C:22]2=[O:27])=[CH:18][CH:17]=1.O>C1C=CC=CC=1>[Cl:11][C:7]1[CH:6]=[C:5]([CH:3]([OH:4])[CH2:2][NH:1][CH:13]([CH3:30])[CH2:14][O:15][C:16]2[CH:17]=[CH:18][C:19]([CH2:20][CH:21]3[S:25][C:24](=[O:26])[NH:23][C:22]3=[O:27])=[CH:28][CH:29]=2)[CH:10]=[CH:9][CH:8]=1. Procedure: A solution of 2.5 g of 2-amino-1-(3-chlorophenyl)ethanol [prepared as described in Preparation 7] and 3.58 g of 5-[4-(2-oxopropoxy)benzyl]thiazolidine-2,4-dione [prepared as described in Preparation 9] in 50 ml of benzene was heated under reflux for 1.5 hours, whilst the water being formed during the reaction was continuously removed. At the end of this time, the benzene used was removed by distillation under reduced pressure. The resulting residue was dissolved in 100 ml of absolute methanol, a... Starting materials: C(=O)([O-])[O-].[K+].[K+] (K2CO3), C(C)(C)(C)OC(=O)N[C@@H](C(CC(=O)OCC)=O)[C@H](C)O[Si](C)(C)C(C)(C)C ((4R,5S)-ethyl 4-((tert-butoxycarbonyl)amino)-5-((tert-butyldimethylsilyl)oxy)-3-oxohexanoate), C1(CC1)NC=1C(=NC2=CC=C(C(=C2N1)C1=CC2=C(N1)[C@@H](NC2=O)[C@@H](C)O)F)C ((R)-2-(3-(cyclopropylamino)-6-fluoro-2-methylquinoxalin-5-yl)-6-((R)-1-hydroxyethyl)-5,6-dihydropyrrolo[3,4-b]pyrrol-4(1H)-one), BrCC(=O)C1=C2N=C(C(=NC2=CC=C1F)C)NC1CC1 (2-bromo-1-(3-(cyclopropylamino)-6-fluoro-2-methylquinoxalin-5-yl)ethanone), NH4OAc. The solvent is CCO (EtOH), CC(=O)O (AcOH), CN(C)C=O (DMF). The product is compound, C(C)(C)(C)OC(=O)N[C@@H](C(C(C(=O)OCC)CC(=O)C1=C2N=C(C(=NC2=CC=C1F)C)NC1CC1)=O)[C@H](C)O[Si](C)(C)C(C)(C)C ((4R,5S)-ethyl 4-((tert-butoxycarbonyl)amino)-5-((tert-butyldimethylsilyl)oxy)-2-(2-(3-(cyclopropylamino)-6-fluoro-2-methylquinoxalin-5-yl)-2-oxoethyl)-3-oxohexanoate). Isolated yield 96.0%. RXN SMILES: C1(NC2C(C)=NC3C(N=2)=C(C2NC4[C@H]([C@H](O)C)NC(=O)C=4C=2)C(F)=CC=3)CC1.Br[CH2:30][C:31]([C:33]1[C:42]([F:43])=[CH:41][CH:40]=[C:39]2[C:34]=1[N:35]=[C:36]([NH:45][CH:46]1[CH2:48][CH2:47]1)[C:37]([CH3:44])=[N:38]2)=[O:32].[C:49]([O:53][C:54]([NH:56][C@H:57]([C@@H:66]([O:68][Si:69]([C:72]([CH3:75])([CH3:74])[CH3:73])([CH3:71])[CH3:70])[CH3:67])[C:58](=[O:65])[CH2:59][C:60]([O:62][CH2:63][CH3:64])=[O:61])=[O:55])([CH3:52])([CH3:51])[CH3:50].C([O-])([O-])=O.[K+].[K+]>CN(C=O)C.CCO.CC(O)=O>[C:49]([O:53][C:54]([NH:56][C@H:57]([C@@H:66]([O:68][Si:69]([C:72]([CH3:74])([CH3:73])[CH3:75])([CH3:70])[CH3:71])[CH3:67])[C:58](=[O:65])[CH:59]([CH2:30][C:31]([C:33]1[C:42]([F:43])=[CH:41][CH:40]=[C:39]2[C:34]=1[N:35]=[C:36]([NH:45][CH:46]1[CH2:48][CH2:47]1)[C:37]([CH3:44])=[N:38]2)=[O:32])[C:60]([O:62][CH2:63][CH3:64])=[O:61])=[O:55])([CH3:52])([CH3:50])[CH3:51] |f:3.4.5|. Reported procedure: This compound (2.43 g, 73% yield) as a bright yellow crystalline solid was prepared according to the procedures described for Intermediate 352b, using 2-bromo-1-(3-(cyclopropylamino)-6-fluoro-2-methylquinoxalin-5-yl)ethanone (613) (1.82 g, 5.39 mmol) and (4R,5S)-ethyl 4-((tert-butoxycarbonyl)amino)-5-((tert-butyldimethylsilyl)oxy)-3-oxohexanoate (615) (2.61 g, 6.47 mmol) and K2CO3 (0.931 g, 6.73 mmol) in DMF (10 mL) as the strafing materials, followed by subsequent treatment of the resulting (4R... Starting materials: ClC=1SC(=CN1)C(=O)NC1=C(C=CC=C1C)Cl (2-chloro-N-(2-chloro-6-methylphenyl)-1,3-thiazole-5-carboxamide), COC1=CC=C(CCl)C=C1 (4-methoxybenzylchloride), [H-].[Na+] (sodium hydride). Run in O1CCCC1 (tetrahydrofuran). Yields the product ClC=1SC(=CN1)C(=O)N(CC1=CC=C(C=C1)OC)C1=C(C=CC=C1C)Cl (2-chloro-N-(2-chloro-6-methylphenyl)-N-(4-methoxybenzyl)-1,3-thiazole-5-carboxamide). Reaction SMILES: [Cl:1][C:2]1[S:3][C:4]([C:7]([NH:9][C:10]2[C:15]([CH3:16])=[CH:14][CH:13]=[CH:12][C:11]=2[Cl:17])=[O:8])=[CH:5][N:6]=1.[CH3:18][O:19][C:20]1[CH:27]=[CH:26][C:23]([CH2:24]Cl)=[CH:22][CH:21]=1.[H-].[Na+]>O1CCCC1>[Cl:1][C:2]1[S:3][C:4]([C:7]([N:9]([C:10]2[C:15]([CH3:16])=[CH:14][CH:13]=[CH:12][C:11]=2[Cl:17])[CH2:24][C:23]2[CH:26]=[CH:27][C:20]([O:19][CH3:18])=[CH:21][CH:22]=2)=[O:8])=[CH:5][N:6]=1 |f:2.3|. Procedure: The first step of the process involves reacting 2-chlorothiazole with 2-chloro-6-methylphenylisocyanate in the presence of n-butyl lithium in tetrahydrofuran to obtain 2-chloro-N-(2-chloro-6-methylphenyl)-1,3-thiazole-5-carboxamide. The second step involves reacting 2-chloro-N-(2-chloro-6-methylphenyl)-1,3-thiazole-5-carboxamide with 4-methoxybenzylchloride in the presence of sodium hydride in tetrahydrofuran to obtain 2-chloro-N-(2-chloro-6-methylphenyl)-N-(4-methoxybenzyl)-1,3-thiazole-5-carbo...